Task: describe an organic reaction: reactants, conditions, products, and yield. Dataset: the Open Reaction Database (ORD), a public repository of structured organic reaction records Starting materials: [BH-](OC(=O)C)(OC(=O)C)OC(=O)C.[Na+] (NaBH(OAc)3), C1(=CC=CC=C1)P([C-]1C(=CC(=C1)C(C)(CC=O)C)P(C1=CC=CC=C1)C1=CC=CC=C1)C1=CC=CC=C1.C(C)(C)P([C-]1C=CC=C1)C(C)C.[Fe+2] (1,2-bis-(diphenylphosphino)-1′-diisopropylphosphino-4-(4-oxo-2-methylbut-2-yl)ferrocene), [OH-].[Na+] (sodium hydroxide), C(=C)C1=CC=C(CN)C=C1 (4-vinylbenzylamine). Solvent: ClC(C)Cl (dichloroethane), ClC(C)Cl (dichloroethane). Run at time 24 hour. Yields the product C1(=CC=CC=C1)P([C-]1C(=CC(=C1)C(C)(CCCNCC1=CC=C(C=C1)C=C)C)P(C1=CC=CC=C1)C1=CC=CC=C1)C1=CC=CC=C1.C(C)(C)P(C=1[C-](C=CC1)P(C1=CC=CC=C1)C1=CC=CC=C1)C(C)C.[Fe+2] (1,1′,2-tris(diphenylphosphino)-2′-diisopropylphosphino-4-[2-methyl-5-(4-vinylbenzylamino)pent-2-yl]ferrocene). Yield: 62.3%. As a reaction SMILES: [BH-](OC(C)=O)(OC(C)=O)O[C:3](C)=O.[Na+].[CH:15]([C:17]1[CH:24]=[CH:23][C:20]([CH2:21][NH2:22])=[CH:19][CH:18]=1)=[CH2:16].[C:25]1([P:31]([C:56]2[CH:61]=[CH:60][CH:59]=[CH:58][CH:57]=2)[C-:32]2[CH:36]=[C:35]([C:37]([CH3:42])([CH2:39][CH:40]=O)[CH3:38])[CH:34]=[C:33]2[P:43]([C:50]2[CH:55]=[CH:54][CH:53]=[CH:52][CH:51]=2)[C:44]2[CH:49]=[CH:48][CH:47]=[CH:46][CH:45]=2)[CH:30]=[CH:29][CH:28]=[CH:27][CH:26]=1.C(P(C(C)C)[C-]1C=CC=C1)(C)C.[Fe+2:74].[OH-].[Na+]>ClC(Cl)C>[C:25]1([P:31]([C:56]2[CH:61]=[CH:60][CH:59]=[CH:58][CH:57]=2)[C-:32]2[CH:36]=[C:35]([C:37]([CH3:42])([CH2:39][CH2:40][CH2:3][NH:22][CH2:21][C:20]3[CH:23]=[CH:24][C:17]([CH:15]=[CH2:16])=[CH:18][CH:19]=3)[CH3:38])[CH:34]=[C:33]2[P:43]([C:50]2[CH:55]=[CH:54][CH:53]=[CH:52][CH:51]=2)[C:44]2[CH:49]=[CH:48][CH:47]=[CH:46][CH:45]=2)[CH:30]=[CH:29][CH:28]=[CH:27][CH:26]=1.[CH:50]([P:43]([CH:44]([CH3:49])[CH3:45])[C:33]1[C-:32]([P:31]([C:56]2[CH:61]=[CH:60][CH:59]=[CH:58][CH:57]=2)[C:25]2[CH:26]=[CH:27][CH:28]=[CH:29][CH:30]=2)[CH:36]=[CH:35][CH:34]=1)([CH3:55])[CH3:51].[Fe+2:74] |f:0.1,3.4.5,6.7,9.10.11|. Reported procedure: A solution of NaBH(OAc)3 (0.17 g, 0.8 mmol) and 4-vinylbenzylamine (0.26 g, 1.95 mmol) in 10 ml of dichloroethane is admixed dropwise at ambient temperature with a solution of 1,2-bis-(diphenylphosphino)-1′-diisopropylphosphino-4-(4-oxo-2-methylbut-2-yl)ferrocene (1.3 g, 1.2 mmol) in 5 ml of dichloroethane. The solution is held with stirring for 24 hours and then neutralized by addition of 1M aqueous sodium hydroxide solution. The aqueous phase is extracted with 2 times 30 ml of dichloromethane.... Reactants: C1(=CC=CC=C1)C(NCCN1C=CC2=C(C=CC=C12)OCC(=O)OC)C1=CC=CC=C1 (Methyl (1-(2-(N-(diphenylmethyl)amino)ethyl)indole-4-yloxy)acetate), [OH-].[Na+] (sodium hydroxide). Run in C(C)O (ethanol), C1CCOC1 (THF). The product is C1(=CC=CC=C1)C(NCCN1C=CC2=C(C=CC=C12)OCC(=O)O)C1=CC=CC=C1 ((1-(2-(N-(diphenylmethyl)amino)ethyl)indole-4-yloxy)acetic acid). Isolated yield 60.6%. Reaction SMILES: [C:1]1([CH:7]([C:26]2[CH:31]=[CH:30][CH:29]=[CH:28][CH:27]=2)[NH:8][CH2:9][CH2:10][N:11]2[C:19]3[C:14](=[C:15]([O:20][CH2:21][C:22]([O:24]C)=[O:23])[CH:16]=[CH:17][CH:18]=3)[CH:13]=[CH:12]2)[CH:6]=[CH:5][CH:4]=[CH:3][CH:2]=1.[OH-].[Na+]>C(O)C.C1COCC1>[C:26]1([CH:7]([C:1]2[CH:6]=[CH:5][CH:4]=[CH:3][CH:2]=2)[NH:8][CH2:9][CH2:10][N:11]2[C:19]3[C:14](=[C:15]([O:20][CH2:21][C:22]([OH:24])=[O:23])[CH:16]=[CH:17][CH:18]=3)[CH:13]=[CH:12]2)[CH:27]=[CH:28][CH:29]=[CH:30][CH:31]=1 |f:1.2|. Procedure: Methyl (1-(2-(N-(diphenylmethyl)amino)ethyl)indole-4-yloxy)acetate (99 mg) was dissolved in a mixed solvent of ethanol (5 ml) and THF (2 ml), and the obtained solution was stirred at room temperature. To this solution, 1N aqueous sodium hydroxide solution was added and the resulting solution was stirred at room temperature. After confirming vanishment of the materials, the solvent was removed under reduced pressure. Water (5 ml) was added to the obtained residue and 1N hydrochloric acid was adde... Starting materials: Brc1cnc2ccccc2c1, CON(C)C(=O)CCCCNC(=O)OC(C)(C)C, [Li]CCCC, CCOCC. Product: CC(C)(C)OC(=O)NCCCCC(=O)c1cnc2ccccc2c1. As a reaction SMILES: [Br:1][c:2]1[cH:3][n:4][c:5]2[cH:6][cH:7][cH:8][cH:9][c:10]2[cH:11]1.[C:17]([CH3:18])([CH3:19])([CH3:20])[O:21][C:22]([NH:23][CH2:24][CH2:25][CH2:26][CH2:27][C:28]([N:29]([O:30][CH3:31])[CH3:32])=[O:33])=[O:34].[CH3:12][CH2:13][CH2:14][CH2:15][Li:16].[CH3:35][CH2:36][O:37][CH2:38][CH3:39]>>[c:2]1([C:28]([CH2:27][CH2:26][CH2:25][CH2:24][NH:23][C:22]([O:21][C:17]([CH3:18])([CH3:19])[CH3:20])=[O:34])=[O:33])[cH:3][n:4][c:5]2[cH:6][cH:7][cH:8][cH:9][c:10]2[cH:11]1. Starting materials: [N+](=O)([O-])C1=CC=C(OC2=CC3=C(C(C=C(O3)C)(C)C)C=C2)C=C1 (7-(4-nitrophenoxy)-2,4,4-trimethyl-4H-1-benzopyran), Cl (hydrochloric acid), aqueous solution, [OH-].[Na+] (sodium hydroxide). The solvent is CC(=O)C (acetone), O (water), C(C)(=O)OCC (ethyl acetate), O (water). Yields the product OC1(OC2=C(C(C1)(C)C)C=CC(=C2)OC2=CC=C(C=C2)[N+](=O)[O-])C (2,3-Dihydro-2-hydroxy-7-(4-nitrophenoxy)-2,4,4-trimethyl-4H-1-benzopyran). The yield is 70.0%. As a reaction SMILES: [N+:1]([C:4]1[CH:23]=[CH:22][C:7]([O:8][C:9]2[CH:21]=[CH:20][C:12]3[C:13]([CH3:19])([CH3:18])[CH:14]=[C:15]([CH3:17])[O:16][C:11]=3[CH:10]=2)=[CH:6][CH:5]=1)([O-:3])=[O:2].Cl.[OH-:25].[Na+]>C(OCC)(=O)C.O.CC(C)=O>[OH:25][C:15]1([CH3:17])[CH2:14][C:13]([CH3:19])([CH3:18])[C:12]2[CH:20]=[CH:21][C:9]([O:8][C:7]3[CH:6]=[CH:5][C:4]([N+:1]([O-:3])=[O:2])=[CH:23][CH:22]=3)=[CH:10][C:11]=2[O:16]1 |f:2.3|. Procedure details: A mixture of 6.5 g of the 7-(4-nitrophenoxy)-2,4,4-trimethyl-4H-1-benzopyran, 26 ml of water, 13 ml of conc. hydrochloric acid and 65 ml of acetone was refluxed for 2 hours. An 10% aqueous solution of sodium hydroxide was added to the reaction mixture to neutralize it, and then 100 ml of water and 200 ml of ethyl acetate were added, and the mixture was subjected to oil-water separation. The oil layer was washed with 50 ml of brine, dried over magnesium sulfate and concentrated. Toluene (5 ml) an... Starting materials: OC1CC(c2ccc(F)cc2)c2cc(Cl)ccc21, [Na+], CN(C)C=O, [OH-], O=S(Cl)Cl. Yields the product Fc1ccc(C2CC(Cl)c3ccc(Cl)cc32)cc1. RXN SMILES: [Cl:5][c:6]1[cH:7][c:8]2[c:12]([cH:13][cH:14]1)[CH:11]([OH:15])[CH2:10][CH:9]2[c:16]1[cH:17][cH:18][c:19]([F:22])[cH:20][cH:21]1.[Na+:24].[O:25]=[CH:26][N:27]([CH3:28])[CH3:29].[OH-:23].[S:1]([Cl:2])([Cl:3])=[O:4]>>[Cl:3][CH:11]1[CH2:10][CH:9]([c:16]2[cH:17][cH:18][c:19]([F:22])[cH:20][cH:21]2)[c:8]2[cH:7][c:6]([Cl:5])[cH:14][cH:13][c:12]21. Starting materials: Cc1ccc(N2CCNCC2)c(C)c1, CCN(C(C)C)C(C)C, O=CCCc1cc(-c2ccc(Cl)cc2)n(-c2ccccc2)n1. Product: Cc1ccc(N2CCN(CCCc3cc(-c4ccc(Cl)cc4)n(-c4ccccc4)n3)CC2)c(C)c1. As a reaction SMILES: [CH3:23][c:24]1[c:25]([N:31]2[CH2:32][CH2:33][NH:34][CH2:35][CH2:36]2)[cH:26][cH:27][c:28]([CH3:30])[cH:29]1.[CH:37]([N:38]([CH2:39][CH3:40])[CH:41]([CH3:42])[CH3:43])([CH3:44])[CH3:45].[Cl:1][c:2]1[cH:3][cH:4][c:5](-[c:8]2[cH:9][c:10]([CH2:19][CH2:20][CH:21]=[O:22])[n:11][n:12]2-[c:13]2[cH:14][cH:15][cH:16][cH:17][cH:18]2)[cH:6][cH:7]1>>[Cl:1][c:2]1[cH:3][cH:4][c:5](-[c:8]2[cH:9][c:10]([CH2:19][CH2:20][CH2:21][N:34]3[CH2:33][CH2:32][N:31]([c:25]4[c:24]([CH3:23])[cH:29][c:28]([CH3:30])[cH:27][cH:26]4)[CH2:36][CH2:35]3)[n:11][n:12]2-[c:13]2[cH:14][cH:15][cH:16][cH:17][cH:18]2)[cH:6][cH:7]1.